From a dataset of the Open Reaction Database (ORD), a public repository of structured organic reaction records. describe an organic reaction: reactants, conditions, products, and yield Reactants: three, C=O (formaldehyde), NCCNCCC[Si](OC)(OC)OC (N-2-aminoethyl-3-aminopropyltrimethoxysilane), P(O)(O)O (phosphorous acid), Cl (hydrochloric acid). The solvent is O (water). Yields the product P(ON)([O-])=O.[Si+4].NOP([O-])=O.NOP([O-])=O.NOP([O-])=O (Silicon Amino Phosphonate). RXN SMILES: [NH2:1]CCNCCC[Si:8](OC)(OC)OC.[P:15]([OH:18])([OH:17])[OH:16].Cl.C=O>O>[PH:15](=[O:18])([O-:17])[O:16][NH2:1].[Si+4:8].[NH2:1][O:16][PH:15](=[O:18])[O-:17].[NH2:1][O:16][PH:15](=[O:18])[O-:17].[NH2:1][O:16][PH:15](=[O:18])[O-:17] |f:5.6.7.8.9|. Reported procedure: To a 500 ml three neck flask fitted with a reflux condenser and dropping funnel is added 55.6 g (0.25 mole)(of N-2-aminoethyl-3-aminopropyltrimethoxysilane. To this is added slowly a mixture of 70% phosphorous acid (0.5 mole), deionized water, and concentrated hydrochloric acid (60 grams). The mixture is heated to gentle reflux and 37% aqueous formaldehyde (0.50 mole) is added dropwise during one hour. The mixture is heated for an additional hour to complete the reaction. Starting materials: CCN=C=NCCCN(C)C (EDCI), C1=CC=C2C(=C1)N=NN2O.O (HOBT monohydrate), C(C)(C)(C1=CC=CC=C1)N (cumylamine), ClC1=C(C(=O)O)C=C(C=N1)C (2-chloro-5-methylnicotinic acid). Solvent: CN(C)C=O (DMF), O (water). Yields the product ClC1=C(C(=O)NC(C)(C2=CC=CC=C2)C)C=CC(=N1)C (2-chloro-6-methyl-N-(1-methyl-1-phenylethyl)nicotinamide). Isolated yield 0.1%. As a reaction SMILES: [Cl:1][C:2]1[N:10]=[CH:9][C:8](C)=[CH:7][C:3]=1[C:4]([OH:6])=O.[CH3:12]CN=C=NCCCN(C)C.C1C=C2N=NN(O)C2=CC=1.O.[C:34]([NH2:43])([C:37]1[CH:42]=[CH:41][CH:40]=[CH:39][CH:38]=1)([CH3:36])[CH3:35]>CN(C=O)C.O>[Cl:1][C:2]1[N:10]=[C:9]([CH3:12])[CH:8]=[CH:7][C:3]=1[C:4]([NH:43][C:34]([CH3:36])([C:37]1[CH:42]=[CH:41][CH:40]=[CH:39][CH:38]=1)[CH3:35])=[O:6] |f:2.3|. Procedure: In a similar manner to Step 1 of Example 137, 2-chloro-5-methylnicotinic acid (2.00 g, 11.7 mmol) was dissolved in DMF (40 mL), and the solution was treated with EDCI (3.35 g, 17.5 mmol), HOBT monohydrate (890 mg, 5.83 mmol) and cumylamine (3.40 mL, 23.3 mmol). The mixture was added with water. The precipitated solid was collected by filtration and dried under reduced pressure to obtain 2-chloro-6-methyl-N-(1-methyl-1-phenylethyl)nicotinamide (2.09 mg, yield 62%). Starting materials: B, CN(C)C, Cc1nn(C)cc1C=O, CC(=O)O, CCOC(C)=O, Nc1cnc(Br)cn1. The product is Cc1nn(C)cc1CNc1cnc(Br)cn1. RXN SMILES: [BH3:22].[CH3:18][N:19]([CH3:20])[CH3:21].[CH3:1][n:2]1[n:3][c:4]([CH3:9])[c:5]([CH:7]=[O:8])[cH:6]1.[CH3:23][C:24](=[O:25])[OH:26].[CH3:27][CH2:28][O:29][C:30](=[O:31])[CH3:32].[NH2:10][c:11]1[n:12][cH:13][c:14]([Br:17])[n:15][cH:16]1>>[CH3:1][n:2]1[n:3][c:4]([CH3:9])[c:5]([CH2:7][NH:10][c:11]2[n:12][cH:13][c:14]([Br:17])[n:15][cH:16]2)[cH:6]1. Starting materials: C(C)C(N(C(=O)OCC1=CC=CC=C1)CP(=S)(SC)SC)C(=O)O (Ethyl-N-[bis(methylthio)phosphinothioylmethyl]-N-(benzyloxycarbonyl)glycine), Br (hydrobromic acid), CCOCC (Ether). Solvent: C(C)(=O)O (acetic acid). Product: C(C)N(CC(=O)O)CP(=S)(SC)SC (ethyl-N-[bis(methylthio)phosphinothioylmethyl]glycine). RXN SMILES: C([CH:3]([C:22]([OH:24])=[O:23])[N:4]([CH2:15][P:16]([S:20][CH3:21])([S:18][CH3:19])=[S:17])[C:5](OCC1C=CC=CC=1)=O)C.Br.[CH3:26]COCC>C(O)(=O)C>[CH2:5]([N:4]([CH2:15][P:16]([S:20][CH3:21])([S:18][CH3:19])=[S:17])[CH2:3][C:22]([OH:24])=[O:23])[CH3:26]. Reported procedure: Ethyl-N-[bis(methylthio)phosphinothioylmethyl]-N-(benzyloxycarbonyl)glycine (5.9 g.) was dissolved in 11 ml. of 35% hydrobromic acid in acetic acid and stirred for one hour. Ether was added to the reaction solution which precipitated ethyl-N-[bis(methylthio)phosphinothioylmethyl]glycine hydrobromide salt as an oily liquid. This oil was washed three more times with additional ether. The material was suspended in benzene and treated with propylene oxide which effected almost complete solution. The...